Dataset: the Open Reaction Database (ORD), a public repository of structured organic reaction records. Task: describe an organic reaction: reactants, conditions, products, and yield The reactants are raw materials, C#N (hydrogen cyanide), cyanohydrin, S(O)(O)(=O)=O (sulfuric acid), sulfate ester, C(C(=C)C)(=O)N (methacrylamide). The solvent is CC(=O)C (acetone). The product is S([O-])(O)(=O)=O.[NH4+] (ammonium bisulfate), C(C(=C)C)(=O)O (MAA). RXN SMILES: C#N.[S:3](=[O:7])(=[O:6])([OH:5])[OH:4].[C:8]([NH2:13])(=[O:12])[C:9]([CH3:11])=[CH2:10]>CC(C)=O>[S:3](=[O:5])(=[O:4])([OH:7])[O-:6].[NH4+:13].[C:8]([OH:12])(=[O:4])[C:9]([CH3:11])=[CH2:10] |f:4.5|. Procedure details: Methacrylic acid (MAA), 3-hydroxybutyric acid and 2-hydroxyisobutyric acid are exemplary reduced products. The production of MAA through fermentation has a theoretical yield of 1.33 moles MAA per mole of glucose. It is most commonly produced from the acetone cyanohydrin (ACH) route using the raw materials acetone and hydrogen cyanide as raw materials. The intermediate cyanohydrin is converted with sulfuric acid to a sulfate ester of the methacrylamide, hydrolysis of which gives ammonium bisulfat... The reactants are CCOC(=O)C(C)Cc1ccc(OC)cc1, O. The product is COc1ccc2c(c1)C(=O)C(C)C2. RXN SMILES: [CH3:1][O:2][c:3]1[cH:4][cH:5][c:6]([CH2:9][CH:10]([C:11]([O:13][CH2:12][CH3:14])=[O:15])[CH3:16])[cH:7][cH:8]1.[OH2:17]>>[CH3:1][O:2][c:3]1[cH:4][c:5]2[c:6]([cH:7][cH:8]1)[CH2:9][CH:10]([CH3:16])[C:11]2=[O:13]. Reactants: Example 69 ( 9 ), C1(CCCCC1)C(OC1=CC=C(C(=O)O)C=C1)C1=C(SC(=C1)C1CCCCC1)CC (4-[cyclohexyl(5-cyclohexyl-2-ethylthiophen-3-yl)methoxy]benzoic acid), CNCCC(=O)OCC (ethyl 3-(methylamino)propanoate). Product: C1(CCCCC1)C(OC1=CC=C(C=C1)C(=O)N(CCC(=O)O)C)C1=C(SC(=C1)C1CCCCC1)CC (3-[({4-[cyclohexyl(5-cyclohexyl-2-ethylthiophen-3-yl)methoxy]phenyl}carbonyl)(methyl)amino]propanoic acid). Yield: 42.9%. RXN SMILES: [CH:1]1([CH:7]([C:18]2[CH:22]=[C:21]([CH:23]3[CH2:28][CH2:27][CH2:26][CH2:25][CH2:24]3)[S:20][C:19]=2[CH2:29][CH3:30])[O:8][C:9]2[CH:17]=[CH:16][C:12]([C:13](O)=[O:14])=[CH:11][CH:10]=2)[CH2:6][CH2:5][CH2:4][CH2:3][CH2:2]1.[CH3:31][NH:32][CH2:33][CH2:34][C:35]([O:37]CC)=[O:36]>>[CH:1]1([CH:7]([C:18]2[CH:22]=[C:21]([CH:23]3[CH2:28][CH2:27][CH2:26][CH2:25][CH2:24]3)[S:20][C:19]=2[CH2:29][CH3:30])[O:8][C:9]2[CH:17]=[CH:16][C:12]([C:13]([N:32]([CH3:31])[CH2:33][CH2:34][C:35]([OH:37])=[O:36])=[O:14])=[CH:11][CH:10]=2)[CH2:2][CH2:3][CH2:4][CH2:5][CH2:6]1. Procedure details: An operation similar to that in Example 69 (9) was performed using 4-[cyclohexyl(5-cyclohexyl-2-ethylthiophen-3-yl)methoxy]benzoic acid (200 mg) synthesized in Example 77 (4) and ethyl 3-(methylamino)propanoate (73.8 mg) to give the title compound (103 mg, 43%).